Dataset: the Open Reaction Database (ORD), a public repository of structured organic reaction records. Task: describe an organic reaction: reactants, conditions, products, and yield The product is C1(CC1)S(=O)(=O)N1CC(C1)O (1-(cyclopropylsulfonyl)azetidin-3-ol). RXN SMILES: Cl.[NH:2]1[CH2:5][CH:4]([OH:6])[CH2:3]1.C(N(CC)C(C)C)(C)C.[CH:16]1([S:19](Cl)(=[O:21])=[O:20])[CH2:18][CH2:17]1.O>O1CCCC1>[CH:16]1([S:19]([N:2]2[CH2:5][CH:4]([OH:6])[CH2:3]2)(=[O:21])=[O:20])[CH2:18][CH2:17]1 |f:0.1|. Reported procedure: To a solution of azetidin-3-ol hydrochloride (1.00 g, 9.13 mmol) (purchased from Matrix) and N,N-diisopropylethylamine (4.77 mL, 27.4 mmol) in tetrahydrofuran (100 mL) at 0° C. was added cyclopropanesulfonyl chloride (0.930 mL, 9.13 mmol) and the reaction was stirred for 16 hours. Water was added and the product was extracted with ethyl acetate. The combined extracts were washed with 1N HCl, saturated sodium bicarbonate, and brine, dried over sodium sulfate, decanted and concentrated to afford a... Run at time 16 hour. The solvent is O1CCCC1 (tetrahydrofuran). The reactants are O (Water), Cl.N1CC(C1)O (azetidin-3-ol hydrochloride), C(C)(C)N(C(C)C)CC (N,N-diisopropylethylamine), C1(CC1)S(=O)(=O)Cl (cyclopropanesulfonyl chloride). The reactants are O1CCCC1 (tetrahydrofuran), C(#N)C1=CC=C(C=C1)CCC1=NC2=CC(=CC=C2C=N1)C(=O)OC (methyl 2-[2-(4-cyanophenyl)ethyl]quinazoline-7-carboxylate), Cl (hydrochloric acid). The solvent is [OH-].[Li+] (lithium hydroxide). Conditions: time 30 minute. Yields the product C(#N)C1=CC=C(C=C1)CCC1=NC2=CC(=CC=C2C=N1)C(=O)O (2-[2-(4-Cyanophenyl)ethyl]quinazolin-7-carboxylic acid). As a reaction SMILES: [C:1]([C:3]1[CH:8]=[CH:7][C:6]([CH2:9][CH2:10][C:11]2[N:20]=[CH:19][C:18]3[C:13](=[CH:14][C:15]([C:21]([O:23]C)=[O:22])=[CH:16][CH:17]=3)[N:12]=2)=[CH:5][CH:4]=1)#[N:2].O1CCCC1.Cl>[OH-].[Li+]>[C:1]([C:3]1[CH:8]=[CH:7][C:6]([CH2:9][CH2:10][C:11]2[N:20]=[CH:19][C:18]3[C:13](=[CH:14][C:15]([C:21]([OH:23])=[O:22])=[CH:16][CH:17]=3)[N:12]=2)=[CH:5][CH:4]=1)#[N:2] |f:3.4|. Procedure: 0.3 g (0.94 mmol) of methyl 2-[2-(4-cyanophenyl)ethyl]quinazoline-7-carboxylate were dissolved in 4.7 mL of 1N lithium hydroxide solution and 4 mL of tetrahydrofuran and stirred for 3 hours at ambient temperature. Then 4.7 mL of 1N hydrochloric acid were added and the mixture was stirred for 30 minutes. The product precipitated was suction filtered, washed with water, and dried. Yield: 0.30 g (100% of theory); Rf value: 0.1 (silica gel, ethyl acetate/cyclohexane=1:1). The reactants are O=Cc1ccc(Br)cc1, [BH3-]C#N, CCN1CCNCC1, CC(=O)O, CCO, [Na+]. The product is CCN1CCN(Cc2ccc(Br)cc2)CC1. Reaction SMILES: [Br:1][c:2]1[cH:3][cH:4][c:5]([CH:6]=[O:7])[cH:8][cH:9]1.[C:22]([BH3-:23])#[N:24].[CH2:10]([CH3:11])[N:12]1[CH2:13][CH2:14][NH:15][CH2:16][CH2:17]1.[CH3:18][C:19](=[O:20])[OH:21].[CH3:26][CH2:27][OH:28].[Na+:25]>>[Br:1][c:2]1[cH:3][cH:4][c:5]([CH2:6][N:15]2[CH2:14][CH2:13][N:12]([CH2:10][CH3:11])[CH2:17][CH2:16]2)[cH:8][cH:9]1. The reactants are CN(C)CCCl (dimethylaminoethyl chloride), O (water), COC1=C(C=C(C=C1)OC)CC1=NC2=CC=C(C=C2C(N1)=O)C (2-(2,5-dimethoxyphenylmethyl)-6-methyl-4(3H)-quinazolinone), [H-].[Na+] (sodium hydride). The solvent is O1CCOCC1 (dioxane), O1CCOCC1 (dioxane). Run at time 1 hour. The product is COC1=C(C=C(C=C1)OC)CC1=NC2=CC=C(C=C2C(N1CCN(C)C)=O)C (2-(2,5-dimethoxyphenylmethyl)-3-(2-dimethylaminoethyl)-6-methyl-4(3H)-quinazolinone). Isolated yield 13.1%. As a reaction SMILES: [CH3:1][O:2][C:3]1[CH:8]=[CH:7][C:6]([O:9][CH3:10])=[CH:5][C:4]=1[CH2:11][C:12]1[NH:21][C:20](=[O:22])[C:19]2[C:14](=[CH:15][CH:16]=[C:17]([CH3:23])[CH:18]=2)[N:13]=1.[H-].[Na+].[CH3:26][N:27]([CH2:29][CH2:30]Cl)[CH3:28].O>O1CCOCC1>[CH3:1][O:2][C:3]1[CH:8]=[CH:7][C:6]([O:9][CH3:10])=[CH:5][C:4]=1[CH2:11][C:12]1[N:21]([CH2:30][CH2:29][N:27]([CH3:28])[CH3:26])[C:20](=[O:22])[C:19]2[C:14](=[CH:15][CH:16]=[C:17]([CH3:23])[CH:18]=2)[N:13]=1 |f:1.2|. Procedure details: A suspension of 0.62 g (2 mmol) of 2-(2,5-dimethoxyphenylmethyl)-6-methyl-4(3H)-quinazolinone and 0.19 g (2 mmol) of 50% sodium hydride in dioxane (10 ml) were stirred at room temperature for 1 hour. Then, to the resulting reaction mixture was added 0.22 g (2 mmol) of dimethylaminoethyl chloride dissolved in dioxane (10 ml), followed by heating at 60° C. for 5 hours. After cooling, to the mixture obtained were added 30 ml of water. The resulting mixture was extracted with dichloromethane and the... Reactants: P(=O)(Cl)(Cl)Cl (phosphoryl chloride), FC=1C=C2C(=NC1)N(N=C2C=2N=NC(=C(N2)O)C(C(=O)OC)(C)C)CCC(C(F)(F)F)(F)F (Methyl 2-{3-[5-fluoro-1-(3,3,4,4,4-pentafluorobutyl)-1H-pyrazolo[3,4-b]pyridin-3-yl]-5-hydroxy-1,2,4-triazin-6-yl}-2-methylpropanoate), N (ammonia). Run in C(C)#N (acetonitrile). Reaction conditions: time 8 hour. Product: FC=1C=C2C(=NC1)N(N=C2C=2N=NC1=C(N2)NC(C1(C)C)=O)CCC(C(F)(F)F)(F)F (3-[5-Fluoro-1-(3,3,4,4,4-pentafluorobutyl)-1H-pyrazolo[3,4-b]pyridin-3-yl]-7,7-dimethyl-5,7-dihydro-6H-pyrrolo[2,3-e][1,2,4]triazin-6-one). Reaction SMILES: P(Cl)(Cl)(Cl)=O.[F:6][C:7]1[CH:8]=[C:9]2[C:15]([C:16]3[N:17]=[N:18][C:19]([C:23]([CH3:29])([CH3:28])[C:24]([O:26]C)=O)=[C:20](O)[N:21]=3)=[N:14][N:13]([CH2:30][CH2:31][C:32]([F:38])([F:37])[C:33]([F:36])([F:35])[F:34])[C:10]2=[N:11][CH:12]=1.[NH3:39]>C(#N)C>[F:6][C:7]1[CH:8]=[C:9]2[C:15]([C:16]3[N:17]=[N:18][C:19]4[C:23]([CH3:29])([CH3:28])[C:24](=[O:26])[NH:39][C:20]=4[N:21]=3)=[N:14][N:13]([CH2:30][CH2:31][C:32]([F:38])([F:37])[C:33]([F:34])([F:36])[F:35])[C:10]2=[N:11][CH:12]=1. Procedure: 4.172 ml of phosphoryl chloride were added to 290 mg (0.606 mmol) of the compound from Example 17A, and the mixture was stirred at RT overnight. The reaction mixture was dissolved in 40 ml of acetonitrile and, with ice-cooling, stirred into 27 ml of concentrated aqueous ammonia solution (33% strength). The mixture was stirred at room temperature for 2 days. The mixture was then concentrated. The residue was taken up in water and ethanol and treated in an ultrasonic bath. A precipitate was formed...